Task: describe an organic reaction: reactants, conditions, products, and yield. Dataset: the Open Reaction Database (ORD), a public repository of structured organic reaction records Starting materials: CCO, N, O=C1C2CC3CC(C2)C(C(=O)O)C1C3, O=[Pt]. Yields the product NC1C2CC3CC(C2)C(C(=O)O)C1C3. As a reaction SMILES: [CH3:16][CH2:17][OH:18].[NH3:15].[O:1]=[C:2]1[CH:3]2[CH:4]([C:12](=[O:13])[OH:14])[CH:5]3[CH2:6][CH:7]([CH2:8][CH:9]1[CH2:10]3)[CH2:11]2.[Pt:19]=[O:20]>>[CH:2]1([NH2:15])[CH:3]2[CH:4]([C:12](=[O:13])[OH:14])[CH:5]3[CH2:6][CH:7]([CH2:8][CH:9]1[CH2:10]3)[CH2:11]2. Reactants: CC(=O)Nc1cccc(N2CCN(Cc3ccccc3)C(C(N)=O)C2)c1, CO, Cl, [Na+], [OH-]. Product: NC(=O)C1CN(c2cccc(N)c2)CCN1Cc1ccccc1. Reaction SMILES: [C:1](=[O:2])([CH3:3])[NH:4][c:5]1[cH:6][c:7]([N:11]2[CH2:12][CH:13]([C:24](=[O:25])[NH2:26])[N:14]([CH2:17][c:18]3[cH:19][cH:20][cH:21][cH:22][cH:23]3)[CH2:15][CH2:16]2)[cH:8][cH:9][cH:10]1.[CH3:30][OH:31].[ClH:27].[Na+:29].[OH-:28]>>[NH2:4][c:5]1[cH:6][c:7]([N:11]2[CH2:12][CH:13]([C:24](=[O:25])[NH2:26])[N:14]([CH2:17][c:18]3[cH:19][cH:20][cH:21][cH:22][cH:23]3)[CH2:15][CH2:16]2)[cH:8][cH:9][cH:10]1.